Dataset: the Open Reaction Database (ORD), a public repository of structured organic reaction records. Task: describe an organic reaction: reactants, conditions, products, and yield Starting materials: OC1=C(C=O)C(=C(C=C1)C(C)(C)C)Cl (2-hydroxy-5-(1,1-dimethylethyl)-6-chlorobenzaldehyde), BrN1C(CCC1=O)=O (N-bromosuccinimide), O (Water). Run in C(Cl)Cl (methylene chloride). Yields the product OC1=C(C=O)C(=C(C=C1Br)C(C)(C)C)Cl (2-hydroxy-3-bromo-5-(1,1-dimethylethyl)-6-chlorobenzaldehyde). Isolated yield 99.6%. Reaction SMILES: [OH:1][C:2]1[CH:9]=[CH:8][C:7]([C:10]([CH3:13])([CH3:12])[CH3:11])=[C:6]([Cl:14])[C:3]=1[CH:4]=[O:5].[Br:15]N1C(=O)CCC1=O.O>C(Cl)Cl>[OH:1][C:2]1[C:9]([Br:15])=[CH:8][C:7]([C:10]([CH3:11])([CH3:13])[CH3:12])=[C:6]([Cl:14])[C:3]=1[CH:4]=[O:5]. Procedure: A solution of 1.97 g (9.26 mmol) of 2-hydroxy-5-(1,1-dimethylethyl)-6-chlorobenzaldehyde and 1.98 g (11.1 mmol) of N-bromosuccinimide in 30 ml of methylene chloride was stirred for 2 hours. Water (50 ml) was added. The organic phase was dried and evaporated. The residue was chromatographed on 150 g of silica gel eluted with 1:99 (v/v) ether:hexane. There was obtained 2.69 g (9.22 mmol, 99%) of 2-hydroxy-3-bromo-5-(1,1-dimethylethyl)-6-chlorobenzaldehyde as a white solid after recrystallization f... Starting materials: O=C([O-])O, COS(=O)(=O)OC, CC(=O)[O-], CO, [O-][Cl+3]([O-])([O-])O, CN=C(c1ccc(Cl)cc1)c1c(C)cc(CC(=O)OC)n1C, [Na+], [Na+], O. Product: COC(=O)Cc1cc(C)c(C(=O)c2ccc(Cl)cc2)n1C. RXN SMILES: [C:28]([O-:29])(=[O:30])[OH:31].[CH3:33][O:34][S:35]([O:36][CH3:37])(=[O:38])=[O:39].[CH3:41][C:42](=[O:43])[O-:44].[CH3:45][OH:46].[Cl+3:1]([OH:2])([O-:3])([O-:4])[O-:5].[Cl:6][c:7]1[cH:8][cH:9][c:10]([C:13]([c:14]2[c:15]([CH3:25])[cH:16][c:17]([CH2:20][C:21](=[O:22])[O:23][CH3:24])[n:18]2[CH3:19])=[N:26][CH3:27])[cH:11][cH:12]1.[Na+:32].[Na+:40].[OH2:47]>>[Cl:6][c:7]1[cH:8][cH:9][c:10]([C:13]([c:14]2[c:15]([CH3:25])[cH:16][c:17]([CH2:20][C:21](=[O:22])[O:23][CH3:24])[n:18]2[CH3:19])=[O:29])[cH:11][cH:12]1. Reactants: ClCCCN (3-chloro propylamine), C(C1=CC=CC=C1)O[C@@H](C=O)[C@H]([C@@H](C(COCC1=CC=CC=C1)=O)OCC1=CC=CC=C1)OCC1=CC=CC=C1 ((2R,3R,4S)-2,3,4,6-tetrakis(benzyloxy)-5-oxohexanal), [BH3-]C#N.[Na+] (NaBH3CN). Run in CO (MeOH). Reaction conditions: time 20 minute. The product is C(C1=CC=CC=C1)O[C@@H]1[C@H](N(C[C@@H]([C@H]1OCC1=CC=CC=C1)OCC1=CC=CC=C1)CCCCl)COCC1=CC=CC=C1 ((2R,3R,4R,5S)-3,4,5-tris(benzyloxy)-2-[(benzyloxy)methyl]-1-(3-chloropropyl)piperidine). Isolated yield 35.9%. RXN SMILES: [CH2:1]([O:8][C@H:9]([C@@H:12]([O:33][CH2:34][C:35]1[CH:40]=[CH:39][CH:38]=[CH:37][CH:36]=1)[C@H:13]([O:25][CH2:26][C:27]1[CH:32]=[CH:31][CH:30]=[CH:29][CH:28]=1)[C:14](=O)[CH2:15][O:16][CH2:17][C:18]1[CH:23]=[CH:22][CH:21]=[CH:20][CH:19]=1)[CH:10]=O)[C:2]1[CH:7]=[CH:6][CH:5]=[CH:4][CH:3]=1.[Cl:41][CH2:42][CH2:43][CH2:44][NH2:45].[BH3-]C#N.[Na+]>CO>[CH2:26]([O:25][C@H:13]1[C@H:12]([O:33][CH2:34][C:35]2[CH:36]=[CH:37][CH:38]=[CH:39][CH:40]=2)[C@@H:9]([O:8][CH2:1][C:2]2[CH:7]=[CH:6][CH:5]=[CH:4][CH:3]=2)[CH2:10][N:45]([CH2:44][CH2:43][CH2:42][Cl:41])[C@@H:14]1[CH2:15][O:16][CH2:17][C:18]1[CH:19]=[CH:20][CH:21]=[CH:22][CH:23]=1)[C:27]1[CH:28]=[CH:29][CH:30]=[CH:31][CH:32]=1 |f:2.3|. Procedure: To a stirred suspension of crude (2R,3R,4S)-2,3,4,6-tetrakis(benzyloxy)-5-oxohexanal 3 (20 g, 37.13 mmol) in MeOH (400 mL) were added 3-chloro propylamine (47 g, 743 mmol) at 0° C. and activated molecular sieves (100 g) and the reaction mixture was stirred at room temperature for 20 min. Then the reaction mixture was cooled to 0° C. and solid NaBH3CN (9.33 g, 148.5 mmol) was added to the reaction mixture and stirred at same temperature for 1 h. Then the reaction mixture was stirred at room tempe... The reactants are C(C)(C)(C)OC(=O)NCCCN(CCC=1SC=CC1)S(=O)(=O)C1=C2C=CN=CC2=CC=C1 (N-(tert-butoxycarbonyl)-N′-[(5-isoquinolyl)sulfonyl]-N′-[2-(2-thienyl)ethyl]-1,3-propylenediamine), Cl.CO (hydrogen chloride methanol). Product: Cl.C1=NC=CC2=C(C=CC=C12)S(=O)(=O)N(CCCN)CCC=1SC=CC1 (N-[(5-isoquinolyl)sulfonyl]-N-[2-(2-thienyl)ethyl]-1,3-propylenediamine hydrochloride). Reaction SMILES: C(OC([NH:8][CH2:9][CH2:10][CH2:11][N:12]([S:20]([C:23]1[CH:32]=[CH:31][CH:30]=[C:29]2[C:24]=1[CH:25]=[CH:26][N:27]=[CH:28]2)(=[O:22])=[O:21])[CH2:13][CH2:14][C:15]1[S:16][CH:17]=[CH:18][CH:19]=1)=O)(C)(C)C.[ClH:33].CO>>[ClH:33].[CH:28]1[C:29]2[C:24](=[C:23]([S:20]([N:12]([CH2:13][CH2:14][C:15]3[S:16][CH:17]=[CH:18][CH:19]=3)[CH2:11][CH2:10][CH2:9][NH2:8])(=[O:22])=[O:21])[CH:32]=[CH:31][CH:30]=2)[CH:25]=[CH:26][N:27]=1 |f:1.2,3.4|. Procedure details: According to the method of Example 1, Step C, deprotection was performed (50° C., 2 hours) by using Intermediate 3 (238 mg) and 10% hydrogen chloride/methanol solution (5 ml). The reaction mixture was cooled to room temperature, and then the solvent was evaporated under reduced pressure. The residue was added with methanol (1 ml) and diethyl ether (3 ml). The deposited precipitates were collected by filtration and washed with diethyl ether to obtain the title compound (202 mg) as white powdery s... Reaction SMILES: [CH2:1]([c:2]1[cH:3][cH:4][cH:5][cH:6][cH:7]1)[O:8][C:9](=[O:10])[c:11]1[cH:12][c:13]([NH:17][C:18]([NH:19][CH2:20][C:21](=[O:22])[N:23]2[CH:24]([C:45]([NH:46][CH2:47][CH:48]([CH3:49])[CH3:50])=[O:51])[CH2:25][CH:26]([S:35](=[O:36])(=[O:37])[c:38]3[c:39]([F:44])[cH:40][cH:41][cH:42][cH:43]3)[CH:27]2[c:28]2[c:29]([F:34])[cH:30][cH:31][cH:32][cH:33]2)=[O:52])[cH:14][cH:15][cH:16]1.[CH3:53][CH2:54][OH:55]>>[O:8]=[C:9]([OH:10])[c:11]1[cH:12][c:13]([NH:17][C:18]([NH:19][CH2:20][C:21](=[O:22])[N:23]2[CH:24]([C:45]([NH:46][CH2:47][CH:48]([CH3:49])[CH3:50])=[O:51])[CH2:25][CH:26]([S:35](=[O:36])(=[O:37])[c:38]3[c:39]([F:44])[cH:40][cH:41][cH:42][cH:43]3)[CH:27]2[c:28]2[c:29]([F:34])[cH:30][cH:31][cH:32][cH:33]2)=[O:52])[cH:14][cH:15][cH:16]1. The product is CC(C)CNC(=O)C1CC(S(=O)(=O)c2ccccc2F)C(c2ccccc2F)N1C(=O)CNC(=O)Nc1cccc(C(=O)O)c1. Starting materials: CC(C)CNC(=O)C1CC(S(=O)(=O)c2ccccc2F)C(c2ccccc2F)N1C(=O)CNC(=O)Nc1cccc(C(=O)OCc2ccccc2)c1, CCO. Reactants: CCN, CO, C=CS(=O)(=O)Oc1ccc(-c2cc3cc(CN4CCCCC4)ccc3n2C(=O)OC(C)(C)C)c2c1CNC2=O. Product: CCNCCS(=O)(=O)Oc1ccc(-c2cc3cc(CN4CCCCC4)ccc3n2C(=O)OC(C)(C)C)c2c1CNC2=O. Reaction SMILES: [CH3:40][CH2:41][NH2:42].[CH3:43][OH:44].[CH:1](=[CH2:2])[S:3](=[O:4])(=[O:5])[O:6][c:7]1[c:8]2[c:12]([c:13](-[c:16]3[n:17]([C:32](=[O:33])[O:34][C:35]([CH3:36])([CH3:37])[CH3:38])[c:18]4[cH:19][cH:20][c:21]([CH2:25][N:26]5[CH2:27][CH2:28][CH2:29][CH2:30][CH2:31]5)[cH:22][c:23]4[cH:24]3)[cH:14][cH:15]1)[C:11](=[O:39])[NH:10][CH2:9]2>>[CH2:1]([CH2:2][NH:42][CH2:41][CH3:40])[S:3](=[O:4])(=[O:5])[O:6][c:7]1[c:8]2[c:12]([c:13](-[c:16]3[n:17]([C:32](=[O:33])[O:34][C:35]([CH3:36])([CH3:37])[CH3:38])[c:18]4[cH:19][cH:20][c:21]([CH2:25][N:26]5[CH2:27][CH2:28][CH2:29][CH2:30][CH2:31]5)[cH:22][c:23]4[cH:24]3)[cH:14][cH:15]1)[C:11](=[O:39])[NH:10][CH2:9]2. The reactants are C1(=CC=CC=C1)P(C1=CC=CC=C1)C1=CC=CC=C1 (Triphenylphosphine), CC(C)OC(=O)/N=N/C(=O)OC(C)C (DIAD), CN(CCO)CCO (N-methyldiethanolamine), COC1=CC(=CC(=C1OC)OC)/C=C/C(=O)N2CCC=CC2=O (piperlongumine). Run in C1(=CC=CC=C1)C (toluene), C1CCOC1 (THF). Reaction conditions: time 10 minute. Product: C(C(=C)C)(=O)NC(\C=C\C)=O ((E)-N-methacryloylbut-2-enamide). Isolated yield 78.0%. Reaction SMILES: [C:1]1(P(C2C=CC=CC=2)C2C=CC=CC=2)C=CC=CC=1.CC(OC(/N=N/C(OC(C)C)=O)=O)C.COC1C(OC)=C(OC)C=C(/[CH:46]=[CH:47]/[C:48]([N:50]2[C:55](=[O:56])[CH:54]=[CH:53][CH2:52]C2)=[O:49])C=1.CN(CCO)CCO>C1(C)C=CC=CC=1.C1COCC1>[C:48]([NH:50][C:55](=[O:56])/[CH:54]=[CH:53]/[CH3:52])(=[O:49])[C:47]([CH3:46])=[CH2:1]. Procedure: Experimental Procedure: Triphenylphosphine (77.0 mg, 0.29 mmol) and DIAD (60.0 mg, 0.29 mmol) were dissolved to a 1:1 mixture of THF and toluene (2 mL); then mono-demethylated piperlongumine (40.0 mg, 0.13 mmol) was added. After 10 min, N-methyldiethanolamine (120 mg, 0.06 mmol) was added to the mixture; the reaction was stirred at room temperature for 3 h. At the end, the solvent was evaporated under vacuum. The crude product was purified by preparative TLC(CH2Cl2/MeOH=9/1) to afford the desire... Starting materials: P([O-])([O-])[O-].[Na+].[Na+].[Na+] (sodium phosphite), CC1=NC=C(C=C1)OC1(CC1)S(=O)(=O)C1=CC=CC=C1 (2-Methyl-5-[1-(phenylsulfonyl)cyclopropoxy]pyridine), C(O)([O-])=O.[Na+] (sodium hydrogen carbonate). Reagents/catalysts: [Na].[Hg] (sodium amalgam). The solvent is CO (methanol). Run at time 30 minute. Yields the product C1(CC1)OC=1C=CC(=NC1)C (5-cyclopropoxy-2-methylpyridine). Isolated yield 86.0%. RXN SMILES: [CH3:1][C:2]1[CH:7]=[CH:6][C:5]([O:8][C:9]2(S(C3C=CC=CC=3)(=O)=O)[CH2:11][CH2:10]2)=[CH:4][N:3]=1.P([O-])([O-])[O-].[Na+].[Na+].[Na+].C(=O)([O-])O.[Na+]>CO.[Na].[Hg]>[CH:9]1([O:8][C:5]2[CH:6]=[CH:7][C:2]([CH3:1])=[N:3][CH:4]=2)[CH2:11][CH2:10]1 |f:1.2.3.4,5.6,8.9,^1:34|. Procedure details: 2-Methyl-5-[1-(phenylsulfonyl)cyclopropoxy]pyridine (540 mg, 1.87 mmol) was dissolved in methanol (5.5 mL), added sodium phosphite (671 mg, 5.598 mmol), and sodium amalgam (3.58 g, 7.47 mmol) under ice-cold conditions, stirred at the same temperature for 30 minutes, and then stirred at room temperature for 3 hours. The reaction solution was added a saturated aqueous solution of sodium hydrogen carbonate, and extracted with diethylether. The organic layer was washed with brine, dried over anhydro...